From a dataset of the Open Reaction Database (ORD), a public repository of structured organic reaction records. describe an organic reaction: reactants, conditions, products, and yield Reactants: C1(CC1)COC1=C(C=CC(=N1)C(=O)O)N1CC(C1)(F)F (6-cyclopropylmethoxy-5-(3,3-difluoro-azetidin-1-yl)-pyridine-2-carboxylic acid), Cl.C1CC12CNC(C2)C(=O)N (5-azaspiro[2.4]heptane-6-carboxamide hydrochloride). The product is C1(CC1)COC1=C(C=CC(=N1)C(=O)N1CC2(CC2)C[C@H]1C(=O)N)N1CC(C1)(F)F ((6S)-5-[6-(Cyclopropylmethoxy)-5-(3,3-difluoroazetidin-1-yl)pyridine-2-carbonyl]-5-azaspiro[2.4]heptane-6-carboxamide). Yield: 16.8%. Reaction SMILES: [CH:1]1([CH2:4][O:5][C:6]2[N:11]=[C:10]([C:12]([OH:14])=O)[CH:9]=[CH:8][C:7]=2[N:15]2[CH2:18][C:17]([F:20])([F:19])[CH2:16]2)[CH2:3][CH2:2]1.Cl.[CH2:22]1[C:24]2([CH2:28][CH:27]([C:29]([NH2:31])=[O:30])[NH:26][CH2:25]2)[CH2:23]1>>[CH:1]1([CH2:4][O:5][C:6]2[N:11]=[C:10]([C:12]([N:26]3[C@H:27]([C:29]([NH2:31])=[O:30])[CH2:28][C:24]4([CH2:22][CH2:23]4)[CH2:25]3)=[O:14])[CH:9]=[CH:8][C:7]=2[N:15]2[CH2:18][C:17]([F:20])([F:19])[CH2:16]2)[CH2:2][CH2:3]1 |f:1.2|. Procedure details: In analogy to the procedure described in Example 127 e), 6-cyclopropylmethoxy-5-(3,3-difluoro-azetidin-1-yl)-pyridine-2-carboxylic acid (Example 1 b, 50 mg, 176 μmol) was reacted with 5-azaspiro[2.4]heptane-6-carboxamide hydrochloride (Example 135 b, 37.3 mg, 211 μmol) and purified by chiral HPLC to obtain the title compound (12 mg, 17%) as colorless oil, MS (EI): m/e=407.3 [MH+]. The reactants are Cc1cnc(N2CCN(C(=O)c3ccc(Br)c(F)c3)CC2)c(C)c1, O=C1NC(COC(=O)c2ccccc2)CO1. Product: Cc1cnc(N2CCN(C(=O)c3ccc(N4C(=O)OCC4COC(=O)c4ccccc4)c(F)c3)CC2)c(C)c1. RXN SMILES: [Br:1][c:2]1[c:3]([F:24])[cH:4][c:5]([C:8](=[O:9])[N:10]2[CH2:11][CH2:12][N:13]([c:16]3[n:17][cH:18][c:19]([CH3:23])[cH:20][c:21]3[CH3:22])[CH2:14][CH2:15]2)[cH:6][cH:7]1.[O:25]=[C:26]1[O:27][CH2:28][CH:29]([CH2:31][O:32][C:33]([c:34]2[cH:35][cH:36][cH:37][cH:38][cH:39]2)=[O:40])[NH:30]1>>[c:2]1([N:30]2[C:26](=[O:25])[O:27][CH2:28][CH:29]2[CH2:31][O:32][C:33]([c:34]2[cH:35][cH:36][cH:37][cH:38][cH:39]2)=[O:40])[c:3]([F:24])[cH:4][c:5]([C:8](=[O:9])[N:10]2[CH2:11][CH2:12][N:13]([c:16]3[n:17][cH:18][c:19]([CH3:23])[cH:20][c:21]3[CH3:22])[CH2:14][CH2:15]2)[cH:6][cH:7]1. The reactants are Nc1ccc(Br)cc1F, CC(C)(C)C(=O)Cl, O, c1ccncc1. Product: CC(C)(C)C(=O)Nc1ccc(Br)cc1F. Reaction SMILES: [Br:1][c:2]1[cH:3][c:4]([F:9])[c:5]([NH2:6])[cH:7][cH:8]1.[C:10]([C:11]([CH3:12])([CH3:13])[CH3:14])(=[O:15])[Cl:16].[OH2:17].[cH:18]1[cH:19][cH:20][n:21][cH:22][cH:23]1>>[Br:1][c:2]1[cH:3][c:4]([F:9])[c:5]([NH:6][C:10]([C:11]([CH3:12])([CH3:13])[CH3:14])=[O:15])[cH:7][cH:8]1. The reactants are O=C1C(C2(C(C(N1)=O)C#N)CCC(CC2)C2CCC(CC2)CCC)C#N (2,4-dioxo-9-(4-propylcyclohexyl)-3-aza-spiro[5.5]undecane-1,5-dicarbonitrile), S(O)(O)(=O)=O (sulfuric acid), C(C)(=O)O (acetic acid), ice water. Run at temperature 122.5 celsius, time 5 day. The product is C(=O)(O)CC1(CCC(CC1)C1CCC(CC1)CCC)CC(=O)O ((4-carboxymethyl-4′-propylbicyclohexyl-4-yl)acetic acid). Reaction SMILES: O=C1N[C:6](=[O:8])[CH:5](C#N)[C:4]2([CH2:15][CH2:14][CH:13]([CH:16]3[CH2:21][CH2:20][CH:19]([CH2:22][CH2:23][CH3:24])[CH2:18][CH2:17]3)[CH2:12][CH2:11]2)C1C#N.S(=O)(=O)(O)[OH:28].[C:32]([OH:35])(=[O:34])[CH3:33]>>[C:32]([CH2:33][C:4]1([CH2:5][C:6]([OH:28])=[O:8])[CH2:15][CH2:14][CH:13]([CH:16]2[CH2:21][CH2:20][CH:19]([CH2:22][CH2:23][CH3:24])[CH2:18][CH2:17]2)[CH2:12][CH2:11]1)([OH:35])=[O:34]. Procedure details: A mixture of 50 g (0.14 mol) of 2,4-dioxo-9-(4-propylcyclohexyl)-3-aza-spiro[5.5]undecane-1,5-dicarbonitrile, 800 ml of glacial acetic acid and 1.51 of 60% sulfuric acid is stirred at 120-125° C. for 5 days. After cooling, the batch is added to ice-water and extracted a number of times with THF/MTBE (1:1). The combined organic phases are washed with saturated sodium chloride solution and dried using sodium sulfate. The solution is concentrated to dryness, and the residue is recrystallised from a... Reactants: CN1N=NN=C1S (1-Methyl-5-mercapto-1,2,3,4-tetrazole), ClCC1=NC=CC=C1 (2-chloromethylpyridine), C([O-])([O-])=O.[K+].[K+] (potassium carbonate), [I-] (iodide). Run in CC(=O)C (acetone). Yields the product CN1N=NN=C1SCC1=NC=CC=C1 (1-methyl-5-(2-pyridyl)methylthio-1,2,3,4-tetrazole). Isolated yield 23.7%. Reaction SMILES: [CH3:1][N:2]1[C:6]([SH:7])=[N:5][N:4]=[N:3]1.Cl[CH2:9][C:10]1[CH:15]=[CH:14][CH:13]=[CH:12][N:11]=1.C(=O)([O-])[O-].[K+].[K+].[I-]>CC(C)=O>[CH3:1][N:2]1[C:6]([S:7][CH2:9][C:10]2[CH:15]=[CH:14][CH:13]=[CH:12][N:11]=2)=[N:5][N:4]=[N:3]1 |f:2.3.4|. Reported procedure: 1-Methyl-5-mercapto-1,2,3,4-tetrazole (2.4 g) and 2-chloromethylpyridine (2.6 g) are dissolved in acetone (50 ml). To the mixture are added potassium carbonate (2.8 g) and patassium iodide (0.1 g), and the mixture is refluxed for 4 hours. After acetone is distilled off, water is added to the residue and extracted with chloroform. The chloroform solution is washed with saturated aqueous sodium chloride and dried over sodium sulfate. After chloform is distilled off, the residue is purified by colu... Reactants: Cl.C(=O)(OCC)C1=CC=CC=C1NN (6-carbethoxyphenylhydrazine hydrochloride), CC1(C(CCCC1)=O)C (2,2-dimethylcyclohexanone). The solvent is C(C)(=O)O (acetic acid). Product: C(C)OC(=O)C=1C=CCC2=C3C(=NC21)CCCC3(C)C (1,2,3,4-tetrahydro-1,1-dimethyl-9H-dibenzo [b,d]pyrrole-6-carboxylic acid ethyl ester). Isolated yield 58.1%. Reaction SMILES: Cl.[C:2]([C:7]1[C:12]([NH:13]N)=[CH:11][CH:10]=[CH:9][CH:8]=1)([O:4][CH2:5][CH3:6])=[O:3].[CH3:15][C:16]1([CH3:23])[CH2:21][CH2:20][CH2:19][CH2:18][C:17]1=O>C(O)(=O)C>[CH2:5]([O:4][C:2]([C:7]1[CH:8]=[CH:9][CH2:10][C:11]2[C:12]=1[N:13]=[C:18]1[CH2:19][CH2:20][CH2:21][C:16]([CH3:23])([CH3:15])[C:17]=21)=[O:3])[CH3:6] |f:0.1|. Procedure details: Using the procedure of Example 1, the reaction of 29.0 g of 6-carbethoxyphenylhydrazine hydrochloride with 16.9 g of 2,2-dimethylcyclohexanone in 250 ml of 80% aqueous acetic acid afforded 21.1 g (58%) of 1,2,3,4-tetrahydro-1,1-dimethyl-9H-dibenzo [b,d]pyrrole-6-carboxylic acid ethyl ester as an orange solid after chromatographic purification. RXN SMILES: C(OCCOC1C=CC([C:15]2[CH:16]=[CH:17][C:18]3[N:24](CC(C)C)[CH2:23][CH2:22][C:21]([C:29](O)=[O:30])=[CH:20][C:19]=3[CH:32]=2)=CC=1)CCC.C[N:34](C=O)C.S(Cl)(Cl)=O.CN1C=CCN1CSC1C=CC(N)=CC=1>O1CCCC1.O.C(N(CC)CC)C>[NH:24]1[C:18]2[CH:17]=[CH:16][CH:15]=[CH:32][C:19]=2[CH:20]=[C:21]([C:29]([NH2:34])=[O:30])[CH2:22][CH2:23]1. Reported procedure: To a solution of 7-[4-(2-butoxyethoxy)phenyl]-1-isobutyl-2,3-dihydro-1-benzazepine-4-carboxylic acid (700 mg) in tetrahydrofuran (15 ml) was added one droplet of DMF. Then, thionyl chloride (0.15 ml) was added to the mixture at 0° C., and the mixture was allowed to be at room temperature and stirred for 1 hour under nitrogen atmosphere. This solution was added to a solution of 4-[[(1-methylpyrazol-2-yl)methyl]sulfanyl]aniline (456 mg) and triethylamine (5.8 ml) in tetrahydrofuran (15 ml) at 0° C... Reactants: CN1N(CC=C1)CSC1=CC=C(N)C=C1 (4-[[(1-methylpyrazol-2-yl)methyl]sulfanyl]aniline), C(CCC)OCCOC1=CC=C(C=C1)C=1C=CC2=C(C=C(CCN2CC(C)C)C(=O)O)C1 (7-[4-(2-butoxyethoxy)phenyl]-1-isobutyl-2,3-dihydro-1-benzazepine-4-carboxylic acid), CN(C)C=O (DMF), S(=O)(Cl)Cl (thionyl chloride). Solvent: O1CCCC1 (tetrahydrofuran), C(C)N(CC)CC (triethylamine), O1CCCC1 (tetrahydrofuran), O (water). Reaction conditions: time 1 hour. The product is N1CCC(=CC2=C1C=CC=C2)C(=O)N (2,3-dihydro-1-benzazepine-4-carboxamide).